From a dataset of the Open Reaction Database (ORD), a public repository of structured organic reaction records. describe an organic reaction: reactants, conditions, products, and yield Starting materials: COC=1C=C2C(=NC=NC2=CC1OCCOC)SC=1C=C(N)C=CC1 (3-(6-methoxy-7-(2-methoxyethoxy)quinazolin-4-ylthio)aniline), FCC(CF)(C)C1=CC(=NO1)NC(OC1=CC=CC=C1)=O (phenyl 5-(1,3-difluoro-2-methylpropan-2-yl)isoxazol-3-ylcarbamate), Example 162A. The reagents and catalysts are CN(C1=CC=NC=C1)C (4-(dimethylamino)pyridine). Solvent: C1CCOC1 (THF). Product: title compound, FCC(CF)(C)C1=CC(=NO1)NC(=O)NC1=CC(=CC=C1)SC1=NC=NC2=CC(=C(C=C12)OC)OCCOC (1-[5-(1,3-difluoro-2-methylpropan-2-yl)isoxazol-3-yl]-3-{3-[6-methoxy-7-(2-methoxyethoxy)quinazolin-4-ylthio]phenyl}urea). The yield is 23.0%. As a reaction SMILES: [F:1][CH2:2][C:3]([C:7]1[O:11][N:10]=[C:9]([NH:12][C:13](=[O:21])OC2C=CC=CC=2)[CH:8]=1)([CH3:6])[CH2:4][F:5].[CH3:22][O:23][C:24]1[CH:25]=[C:26]2[C:31](=[CH:32][C:33]=1[O:34][CH2:35][CH2:36][O:37][CH3:38])[N:30]=[CH:29][N:28]=[C:27]2[S:39][C:40]1[CH:41]=[C:42]([CH:44]=[CH:45][CH:46]=1)[NH2:43]>CN(C)C1C=CN=CC=1.C1COCC1>[F:5][CH2:4][C:3]([C:7]1[O:11][N:10]=[C:9]([NH:12][C:13]([NH:43][C:42]2[CH:44]=[CH:45][CH:46]=[C:40]([S:39][C:27]3[C:26]4[C:31](=[CH:32][C:33]([O:34][CH2:35][CH2:36][O:37][CH3:38])=[C:24]([O:23][CH3:22])[CH:25]=4)[N:30]=[CH:29][N:28]=3)[CH:41]=2)=[O:21])[CH:8]=1)([CH3:6])[CH2:2][F:1]. Reported procedure: The title compound was prepared as described in Example 162B, using phenyl 5-(1,3-difluoro-2-methylpropan-2-yl)isoxazol-3-ylcarbamate as described in Example 162A (0.089 g, 0.3 mmol), 3-(6-methoxy-7-(2-methoxyethoxy)quinazolin-4-ylthio)aniline from the previous step (0.107 g, 0.3 mmol), and 4-(dimethylamino)pyridine (0.03 g) in THF (6 mL), to afford 1-[5-(1,3-difluoro-2-methylpropan-2-yl)isoxazol-3-yl]-3-{3-[6-methoxy-7-(2-methoxyethoxy)quinazolin-4-ylthio]phenyl}urea as solid (0.038 g, 23%). 1H... Starting materials: ClC1=NC=NC(=N1)Cl (2,4-Dichloro-1,3,5-triazine), CN(C)C=O (DMF), CN(C)C=O (DMF), NC=1C=C(C=CC1)CC(=O)N (3-aminophenyl acetamide), CCN(C(C)C)C(C)C (DIEA). Run in CCOC(=O)C (EtOAc), O (water). Conditions: temperature 0 celsius, time 15 minute. Yields the product ClC1=NC(=NC=N1)NC=1C=C(C=CC1)CC(=O)N (2-[3-(4-chloro-[1,3,5]triazin-2-ylamino)-phenyl]acetamide). Reaction SMILES: Cl[C:2]1[N:7]=[C:6]([Cl:8])[N:5]=[CH:4][N:3]=1.CN(C=O)C.CCN(C(C)C)C(C)C.[NH2:23][C:24]1[CH:25]=[C:26]([CH2:30][C:31]([NH2:33])=[O:32])[CH:27]=[CH:28][CH:29]=1>CCOC(C)=O.O>[Cl:8][C:6]1[N:5]=[CH:4][N:3]=[C:2]([NH:23][C:24]2[CH:25]=[C:26]([CH2:30][C:31]([NH2:33])=[O:32])[CH:27]=[CH:28][CH:29]=2)[N:7]=1. Procedure details: 2,4-Dichloro-1,3,5-triazine (173.7 mg, 1.158 mmol) was dissolved into DMF (1 ml). To the stirring solution, cooled to 0° C., was added DIEA (202 μl , 1.158 mmol). This solution was added dropwise to a 0° C. mix of DMF (1 ml) and 3-aminophenyl acetamide. The reaction was stirred at 0° C. for 15 min and then at RT for 1 h. The reaction mix was diluted with EtOAc and water. The layers were separated, and the aqueous layer was extracted twice with EtOAc. The combined organic layer was washed 3 times...